Dataset: the Open Reaction Database (ORD), a public repository of structured organic reaction records. Task: describe an organic reaction: reactants, conditions, products, and yield Reactants: Cl.C(CCC)N=C(NC=1SC=C(N1)CCl)N (2-(2-n-butylguanidino)-4-chloromethylthiazole hydrochloride), Cl (hydrochloric acid), Cl.NCCS (2-aminoethanethiol hydrochloride), [Na] (sodium). Solvent: C(C)O (ethanol), O (water), C(C)O (ethanol), C(C)O (ethanol). Conditions: time 3 hour. Yields the product Cl.C(CCC)N=C(NC=1SC=C(N1)CSCCN)N (2-(2-n-butylguanidino)-4-(2-aminoethyl)thiomethylthiazole hydrochloride). RXN SMILES: Cl.[NH2:2][CH2:3][CH2:4][SH:5].[Na].Cl.[CH2:8]([N:12]=[C:13]([NH2:22])[NH:14][C:15]1[S:16][CH:17]=[C:18]([CH2:20][Cl:21])[N:19]=1)[CH2:9][CH2:10][CH3:11].Cl>C(O)C.O>[ClH:21].[CH2:8]([N:12]=[C:13]([NH2:22])[NH:14][C:15]1[S:16][CH:17]=[C:18]([CH2:20][S:5][CH2:4][CH2:3][NH2:2])[N:19]=1)[CH2:9][CH2:10][CH3:11] |f:0.1,3.4,8.9,^1:5|. Reported procedure: A solution of 2-aminoethanethiol hydrochloride (1.85 g.) in ethanol (30 ml.) was added to a stirred solution of sodium (0.90 g.) in ethanol (50 ml.) under a nitrogen atmosphere. A solution of 2-(2-n-butylguanidino)-4-chloromethylthiazole hydrochloride (2.20 g.) in ethanol (50 ml.) was added dropwise to the mixture, which was then stirred for 3 hours while warming to room temperature. A mixture of concentrated hydrochloric acid (5 ml.) and water (15 ml.) was then added, and the mixture evaporated... Reactants: BrC=1C=C(C=2NC3=CC=C(C=C3C2C1F)C(=O)N1CCOCC1)C(=O)N (3-Bromo-4-fluoro-6-(morpholine-4-carbonyl)-9H-carbazole-1-carboxamide), COC1=CC=C(C=C1)B(O)O (4-methoxyphenylboronic acid), C(=O)([O-])[O-].[Na+].[Na+] (Na2CO3), C1(=CC=CC=C1)C (toluene). Reagents/catalysts: C=1C=CC(=CC1)[P](C=2C=CC=CC2)(C=3C=CC=CC3)[Pd]([P](C=4C=CC=CC4)(C=5C=CC=CC5)C=6C=CC=CC6)([P](C=7C=CC=CC7)(C=8C=CC=CC8)C=9C=CC=CC9)[P](C=1C=CC=CC1)(C=1C=CC=CC1)C=1C=CC=CC1 (Pd(Ph3P)4). The solvent is CO (MeOH). Run at temperature 105 celsius, time 3 hour. The product is FC1=C(C=C(C=2NC3=CC=C(C=C3C12)C(=O)N1CCOCC1)C(=O)N)C1=CC=C(C=C1)OC (4-Fluoro-3-(4-methoxyphenyl)-6-(morpholine-4-carbonyl)-9H-carbazole-1-carboxamide). The yield is 46.2%. As a reaction SMILES: Br[C:2]1[CH:3]=[C:4]([C:24]([NH2:26])=[O:25])[C:5]2[NH:6][C:7]3[C:12]([C:13]=2[C:14]=1[F:15])=[CH:11][C:10]([C:16]([N:18]1[CH2:23][CH2:22][O:21][CH2:20][CH2:19]1)=[O:17])=[CH:9][CH:8]=3.[CH3:27][O:28][C:29]1[CH:34]=[CH:33][C:32](B(O)O)=[CH:31][CH:30]=1.C([O-])([O-])=O.[Na+].[Na+].C1(C)C=CC=CC=1>C1C=CC([P]([Pd]([P](C2C=CC=CC=2)(C2C=CC=CC=2)C2C=CC=CC=2)([P](C2C=CC=CC=2)(C2C=CC=CC=2)C2C=CC=CC=2)[P](C2C=CC=CC=2)(C2C=CC=CC=2)C2C=CC=CC=2)(C2C=CC=CC=2)C2C=CC=CC=2)=CC=1.CO>[F:15][C:14]1[C:13]2[C:12]3[C:7](=[CH:8][CH:9]=[C:10]([C:16]([N:18]4[CH2:23][CH2:22][O:21][CH2:20][CH2:19]4)=[O:17])[CH:11]=3)[NH:6][C:5]=2[C:4]([C:24]([NH2:26])=[O:25])=[CH:3][C:2]=1[C:32]1[CH:33]=[CH:34][C:29]([O:28][CH3:27])=[CH:30][CH:31]=1 |f:2.3.4,^1:54,56,75,94|. Reported procedure: 3-Bromo-4-fluoro-6-(morpholine-4-carbonyl)-9H-carbazole-1-carboxamide (25 mg, 0.059 mmol), 4-methoxyphenylboronic acid (13.56 mg, 0.089 mmol), Pd(Ph3P)4 (6.87 mg, 5.95 μmol) and Na2CO3(2M) (0.074 mL, 0.149 mmol) were mixed with toluene (2 mL) and MeOH (1 mL) in a sealed microwave tube. The mixture was stirred at 105° C. for 3 hrs. The mixture was filtered through an ACRODISC® PTFE membrane (0.45 um) and purified using preparative HPLC to give 12.2 mg of titled product. MS (ESI) m/z 448.06 (M+H)+... Starting materials: CC(C)C#N, C=Cc1ccccc1, [Na]. Yields the product CC(C)(C#N)CCc1ccccc1. Reaction SMILES: [C:1]([CH:2]([CH3:3])[CH3:4])#[N:5].[CH2:7]=[CH:8][c:9]1[cH:10][cH:11][cH:12][cH:13][cH:14]1.[Na:6]>>[C:1]([C:2]([CH3:3])([CH3:4])[CH2:7][CH2:8][c:9]1[cH:10][cH:11][cH:12][cH:13][cH:14]1)#[N:5]. Starting materials: BrC=1C=CC=C2C=CC(=NC12)Cl (8-bromo-2-chloroquinoline), CI (MeI), [Li]CCCC (nBuLi), C(C)(C)NC(C)C (diisopropylamine). Run in O (water), C1CCOC1 (THF), C1CCOC1 (THF), C1CCOC1 (THF). Reaction conditions: temperature 0 celsius, time 5 minute. Yields the product BrC=1C=CC=C2C=C(C(=NC12)Cl)C (8-bromo-2-chloro-3-methylquinoline). Isolated yield 65.4%. Reaction SMILES: [Li][CH2:2]CCC.C(NC(C)C)(C)C.[Br:13][C:14]1[CH:15]=[CH:16][CH:17]=[C:18]2[C:23]=1[N:22]=[C:21]([Cl:24])[CH:20]=[CH:19]2.CI>C1COCC1.O>[Br:13][C:14]1[CH:15]=[CH:16][CH:17]=[C:18]2[C:23]=1[N:22]=[C:21]([Cl:24])[C:20]([CH3:2])=[CH:19]2. Procedure: nBuLi (1.86 M in hexanes; 6.10 mL, 11.34 mmol) was added to a solution of diisopropylamine (1.600 mL, 11.34 mmol) in THF (20 mL) at 78° C., and the resulting solution was warmed to 0° C., stirred for 5 min, then cooled to 78° C. After 5 min, a solution of 8-bromo-2-chloroquinoline (Biofine International, Vancouver, BC; 2.5 g, 10.31 mmol) in THF (20.0 mL) was added (dropwise over 10 min) The resulting solution was stirred at 78° C. for 50 min and added (dropwise over 10 min) to a solution of MeI ... Reactants: COc1cc(CC(=O)Nc2ccc(C3(CC(=O)OC(C)(C)C)CCCC3)cc2)ccc1NC(=O)Nc1ccccc1C, ClCCl, O, O=C(O)C(F)(F)F. Product: COc1cc(CC(=O)Nc2ccc(C3(CC(=O)O)CCCC3)cc2)ccc1NC(=O)Nc1ccccc1C. As a reaction SMILES: [C:1]([CH3:2])([CH3:3])([CH3:4])[O:5][C:6]([CH2:7][C:8]1([c:13]2[cH:14][cH:15][c:16]([NH:19][C:20]([CH2:21][c:22]3[cH:23][c:24]([O:39][CH3:40])[c:25]([NH:28][C:29](=[O:30])[NH:31][c:32]4[c:33]([CH3:38])[cH:34][cH:35][cH:36][cH:37]4)[cH:26][cH:27]3)=[O:41])[cH:17][cH:18]2)[CH2:9][CH2:10][CH2:11][CH2:12]1)=[O:42].[Cl:43][CH2:44][Cl:45].[OH2:46].[OH:47][C:48]([C:49]([F:50])([F:51])[F:52])=[O:53]>>[O:5]=[C:6]([CH2:7][C:8]1([c:13]2[cH:14][cH:15][c:16]([NH:19][C:20]([CH2:21][c:22]3[cH:23][c:24]([O:39][CH3:40])[c:25]([NH:28][C:29](=[O:30])[NH:31][c:32]4[c:33]([CH3:38])[cH:34][cH:35][cH:36][cH:37]4)[cH:26][cH:27]3)=[O:41])[cH:17][cH:18]2)[CH2:9][CH2:10][CH2:11][CH2:12]1)[OH:42]. Reactants: C(C1=CC=CC=C1)[C@H](NC([C@@H](NC([C@@H](NC(CN1CCOCC1)=O)CCC1=CC=CC=C1)=O)CC(C)C)=O)C(N[C@H](C([C@](COS(=O)(=O)C1=C(C=C(OCC(=O)OCC2=CC=CC=C2)C=C1C)C)(C)O)=O)CC(C)C)=O (benzyl 2-(4-((((4S,7S,10S,13S,15R)-10-benzyl-15-hydroxy-7,13-diisobutyl-15-methyl-1-morpholino-2,5,8,11,14-pentaoxo-4-phenethyl-3,6,9,12-tetraazahexadecan-16-yl)oxy)sulfonyl)-3,5-dimethylphenoxy)acetate). Reagents/catalysts: [Pd] (Pd/C). The solvent is O1CCOCC1 (dioxane). Conditions: time 3 hour. Product: C(C1=CC=CC=C1)[C@H](NC([C@@H](NC([C@@H](NC(CN1CCOCC1)=O)CCC1=CC=CC=C1)=O)CC(C)C)=O)C(N[C@H](C(C(COS(=O)(=O)C1=C(C=C(OCC(=O)O)C=C1C)C)(C)O)=O)CC(C)C)=O (2-(4-((((4S,7S,10S,13S)-10-Benzyl-15-hydroxy-7,13-diisobutyl-15-methyl-1-morpholino-2,5,8,11,14-pentaoxo-4-phenethyl-3,6,9,12-tetraazahexadecan-16-yl)oxy)sulfonyl)-3,5-dimethylphenoxy)acetic acid). RXN SMILES: [CH2:1]([C@@H:8]([C:39](=[O:76])[NH:40][C@@H:41]([CH2:72][CH:73]([CH3:75])[CH3:74])[C:42](=[O:71])[C@@:43]([OH:70])([CH3:69])[CH2:44][O:45][S:46]([C:49]1[C:66]([CH3:67])=[CH:65][C:52]([O:53][CH2:54][C:55]([O:57]CC2C=CC=CC=2)=[O:56])=[CH:51][C:50]=1[CH3:68])(=[O:48])=[O:47])[NH:9][C:10](=[O:38])[C@H:11]([CH2:34][CH:35]([CH3:37])[CH3:36])[NH:12][C:13](=[O:33])[C@H:14]([CH2:25][CH2:26][C:27]1[CH:32]=[CH:31][CH:30]=[CH:29][CH:28]=1)[NH:15][C:16](=[O:24])[CH2:17][N:18]1[CH2:23][CH2:22][O:21][CH2:20][CH2:19]1)[C:2]1[CH:7]=[CH:6][CH:5]=[CH:4][CH:3]=1>O1CCOCC1.[Pd]>[CH2:1]([C@@H:8]([C:39](=[O:76])[NH:40][C@@H:41]([CH2:72][CH:73]([CH3:75])[CH3:74])[C:42](=[O:71])[C:43]([OH:70])([CH3:69])[CH2:44][O:45][S:46]([C:49]1[C:66]([CH3:67])=[CH:65][C:52]([O:53][CH2:54][C:55]([OH:57])=[O:56])=[CH:51][C:50]=1[CH3:68])(=[O:48])=[O:47])[NH:9][C:10](=[O:38])[C@H:11]([CH2:34][CH:35]([CH3:37])[CH3:36])[NH:12][C:13](=[O:33])[C@H:14]([CH2:25][CH2:26][C:27]1[CH:28]=[CH:29][CH:30]=[CH:31][CH:32]=1)[NH:15][C:16](=[O:24])[CH2:17][N:18]1[CH2:23][CH2:22][O:21][CH2:20][CH2:19]1)[C:2]1[CH:3]=[CH:4][CH:5]=[CH:6][CH:7]=1. Procedure: Referring to FIG. 37, benzyl 2-(4-((((4S,7S,10S,13S,15R)-10-benzyl-15-hydroxy-7,13-diisobutyl-15-methyl-1-morpholino-2,5,8,11,14-pentaoxo-4-phenethyl-3,6,9,12-tetraazahexadecan-16-yl)oxy)sulfonyl)-3,5-dimethylphenoxy)acetate (110 mg, 0.1 mmol) was dissolved in dioxane (10 mL) and Pd/C (50 mg) was added. The mixture was stirred for 3 h under H2 atmosphere (15 psi). The catalyst was filtered off and the filtrate was concentrated under reduced pressure to give compound (100 mg, quantitative); 1H NM... The reactants are CN(C)C=O, ClCc1ccc(Cl)cn1, Nc1ccc(-c2cc(Cc3ccc(O)cc3)no2)c(N)n1, [Na+], C1CCOC1, [OH-]. Product: Nc1ccc(-c2cc(Cc3ccc(OCc4ccc(Cl)cn4)cc3)no2)c(N)n1. RXN SMILES: [CH3:38][N:39]([CH3:40])[CH:41]=[O:42].[Cl:29][c:30]1[cH:31][cH:32][c:33]([CH2:36][Cl:37])[n:34][cH:35]1.[NH2:6][c:7]1[n:8][c:9]([NH2:26])[cH:10][cH:11][c:12]1-[c:13]1[cH:14][c:15]([CH2:18][c:19]2[cH:20][cH:21][c:22]([OH:25])[cH:23][cH:24]2)[n:16][o:17]1.[Na+:28].[O:1]1[CH2:2][CH2:3][CH2:4][CH2:5]1.[OH-:27]>>[NH2:6][c:7]1[n:8][c:9]([NH2:26])[cH:10][cH:11][c:12]1-[c:13]1[cH:14][c:15]([CH2:18][c:19]2[cH:20][cH:21][c:22]([O:25][CH2:36][c:33]3[cH:32][cH:31][c:30]([Cl:29])[cH:35][n:34]3)[cH:23][cH:24]2)[n:16][o:17]1. Starting materials: FC1=C(C=CC=C1)CO ((2-fluorophenyl)methanol), C1(=CC=CC=C1)P(C1=CC=CC=C1)C1=CC=CC=C1 (triphenylphosphine), C(Br)(Br)(Br)Br (CBr4). The solvent is C(Cl)Cl (DCM). Run at time 2 hour. Yields the product BrCC1=C(C=CC=C1)F (1-(Bromomethyl)-2-fluorobenzene). Isolated yield 93.4%. As a reaction SMILES: [F:1][C:2]1[CH:7]=[CH:6][CH:5]=[CH:4][C:3]=1[CH2:8]O.C1(P(C2C=CC=CC=2)C2C=CC=CC=2)C=CC=CC=1.C(Br)(Br)(Br)[Br:30]>C(Cl)Cl>[Br:30][CH2:8][C:3]1[CH:4]=[CH:5][CH:6]=[CH:7][C:2]=1[F:1]. Procedure: To a solution of (2-fluorophenyl)methanol (Aldrich, 10.0 g, 79.3 mmol) and triphenylphosphine (29.1 g, 111 mmol) in DCM was added CBr4 (31.6 g, 95.2 mmol) in small portions at 0° C. The mixture was stirred for 2 h at room temperature. The solvent was evaporated and the residue purified via flash chromatography (cyclohexanes:ethyl acetate 95:5) to give the title compound (14 g, 93%). 1H NMR (400 MHz, CDCl3) δ (ppm): 7.42 (t, 1H), 7.36-7.28 (m, 1H), 7.17-7.07 (m, 2H), 4.55 (s, 2H).